Dataset: the Open Reaction Database (ORD), a public repository of structured organic reaction records. Task: describe an organic reaction: reactants, conditions, products, and yield Yields the product Cc1ccc2c(c1)nc(N)c1ncc(CCc3ccc(C(C)N4CCC(C(=O)O)C4)cc3)cc12. Starting materials: CC(=O)O, CC(=O)c1ccc(CCc2cnc3c(N)nc4cc(C)ccc4c3c2)cc1, O=C(O)C1CCNC1. RXN SMILES: [CH3:36][C:37](=[O:38])[OH:39].[NH2:1][c:2]1[n:3][c:4]2[c:5]([c:6]3[cH:7][c:8]([CH2:12][CH2:13][c:14]4[cH:15][cH:16][c:17]([C:20]([CH3:21])=[O:22])[cH:18][cH:19]4)[cH:9][n:10][c:11]13)[cH:23][cH:24][c:25]([CH3:27])[cH:26]2.[NH:28]1[CH2:29][CH:30]([C:33](=[O:34])[OH:35])[CH2:31][CH2:32]1>>[NH2:1][c:2]1[n:3][c:4]2[c:5]([c:6]3[cH:7][c:8]([CH2:12][CH2:13][c:14]4[cH:15][cH:16][c:17]([CH:20]([CH3:21])[N:28]5[CH2:29][CH:30]([C:33](=[O:34])[OH:35])[CH2:31][CH2:32]5)[cH:18][cH:19]4)[cH:9][n:10][c:11]13)[cH:23][cH:24][c:25]([CH3:27])[cH:26]2. The reactants are C1(=C(C=CC=C1)N)N (1,2-phenylene-diamine), 2-oxo-carboxylic acid, CCO (EtOH). Product: N1C(C=NC2=CC=CC=C12)=O (quinoxalin-2-one). RXN SMILES: [C:1]1([NH2:8])[CH:6]=[CH:5][CH:4]=[CH:3][C:2]=1[NH2:7].[CH3:9][CH2:10][OH:11]>>[NH:7]1[C:2]2[C:1](=[CH:6][CH:5]=[CH:4][CH:3]=2)[N:8]=[CH:9][C:10]1=[O:11]. Reported procedure: A mixture of the 1,2-phenylene-diamine derivative (1 g) and the 2-oxo-carboxylic acid derivative (1 eq) in dry EtOH (35 mL) was stirred at reflux for 2 h under nitrogen. After cooling, the EtOH was evaporated to give a crude brown solid. Recrystallisation from EtOH gave the desired quinoxalin-2-one derivative.